Dataset: the Open Reaction Database (ORD), a public repository of structured organic reaction records. Task: describe an organic reaction: reactants, conditions, products, and yield The reactants are FC(C(=O)O)(F)F (Trifluoro acetic acid), C(C)(C)(C)OC(=O)N1CCN(CC1)C(=O)[C@@H]1CC[C@H](CC1)CN1C(N(C2=C1C=C(C=C2)OC)C)=O (trans-4-[4-(6-Methoxy-3-methyl-2-oxo-2,3-dihydro-benzoimidazol-1-ylmethyl)-cyclohexanecarbonyl]-piperazine-1-carboxylic acid tert-butyl ester), O (water). The solvent is C(Cl)Cl (DCM). Conditions: time 8 hour. The product is COC1=CC2=C(N(C(N2C[C@@H]2CC[C@H](CC2)C(=O)N2CCNCC2)=O)C)C=C1 (5-Methoxy-1-methyl-3-[trans-4-(piperazine-1-carbonyl)cyclohexyl methyl]-1,3-dihydro-benzoimidazol-2-one). RXN SMILES: FC(F)(F)C(O)=O.C(OC([N:15]1[CH2:20][CH2:19][N:18]([C:21]([C@H:23]2[CH2:28][CH2:27][C@H:26]([CH2:29][N:30]3[C:34]4[CH:35]=[C:36]([O:39][CH3:40])[CH:37]=[CH:38][C:33]=4[N:32]([CH3:41])[C:31]3=[O:42])[CH2:25][CH2:24]2)=[O:22])[CH2:17][CH2:16]1)=O)(C)(C)C.O>C(Cl)Cl>[CH3:40][O:39][C:36]1[CH:37]=[CH:38][C:33]2[N:32]([CH3:41])[C:31](=[O:42])[N:30]([CH2:29][C@H:26]3[CH2:27][CH2:28][C@H:23]([C:21]([N:18]4[CH2:17][CH2:16][NH:15][CH2:20][CH2:19]4)=[O:22])[CH2:24][CH2:25]3)[C:34]=2[CH:35]=1. Procedure: Trifluoro acetic acid (8 ml) was added to a solution of trans-4-[4-(6-Methoxy-3-methyl-2-oxo-2,3-dihydro-benzoimidazol-1-ylmethyl)-cyclohexanecarbonyl]-piperazine-1-carboxylic acid tert-butyl ester in DCM (19 ml). The solution was stirred at room temperature overnight and then 10 ml of water were added. The mixture was concentrated under reduced pressure and DCM (20 ml) were added. The organic solution was washed with a saturated solution of NaHCO3 (2×20 ml), dried over Na2SO4, filtered and the ...